From a dataset of the Open Reaction Database (ORD), a public repository of structured organic reaction records. describe an organic reaction: reactants, conditions, products, and yield Reactants: NCCCCCC(=O)O (6-Aminocaproic acid), C(C)OC=O (ethylformate). The solvent is CN(C=O)C (N,N-dimethylformamide). Reaction conditions: temperature 100 celsius. Yields the product C(=O)CCCCCC(=O)O (6-formyl hexanoic acid). The yield is 95.0%. Reaction SMILES: N[CH2:2][CH2:3][CH2:4][CH2:5][CH2:6][C:7]([OH:9])=[O:8].[CH2:10]([O:12]C=O)C>CN(C)C=O>[CH:10]([CH2:2][CH2:3][CH2:4][CH2:5][CH2:6][C:7]([OH:9])=[O:8])=[O:12]. Procedure details: 6-Aminocaproic acid (100 g, 0.76 mol) was suspended in a mixture of ethylformate and N,N-dimethylformamide (1 l, 1:1) and heated at 100° C. for 18 h. The volatiles were evaporated in vacuo and the residue treated with ethyl acetate. The solid matter was filtered off and washed with ethyl acetate and air dried which afforded 115 g (95%) of 6-formyl hexanoic acid. Reactants: OC(CC(=O)NCCN)C (2-(3-Hydroxybutanoylamino)-ethylamine), [N+](=O)(O)[O-] (nitric acid), ice. The solvent is C(C)OCC (diethyl ether). Conditions: time 2 hour. Product: O([N+](=O)[O-])C(CC(=O)NCCN)C (2-(3-Nitroxybutanoylamino)-ethylamine). Reaction SMILES: [OH:1][CH:2]([CH3:10])[CH2:3][C:4]([NH:6][CH2:7][CH2:8][NH2:9])=[O:5].[N+:11]([O-])([OH:13])=[O:12]>C(OCC)C>[O:1]([CH:2]([CH3:10])[CH2:3][C:4]([NH:6][CH2:7][CH2:8][NH2:9])=[O:5])[N+:11]([O-:13])=[O:12]. Procedure details: 30 g. 2-(3-Hydroxybutanoylamino)-ethylamine are slowly introduced, with stirring at 5° to 10° C., into 100% nitric acid. After stirring for 2 hours at 0° to 5° C., the reaction solution is stirred into 1 liter of ice-cooled anhydrous diethyl ether, the supernatant ethereal layer is decanted off, the separated oil is covered with methylene chloride and the base is liberated with sodium carbonate. After suction filtration and evaporation in a vacuum at a maximum bath temperature of 20° C., there a... Starting materials: [H-].[Na+] (sodium hydride), IC (iodomethane), [H-].[Na+] (sodium hydride), Cl.CN(C1=C2N=C(N(C2=NC=N1)C=1C=CC(NC1)=O)C1=CC(=CC=C1)F)C (5-[6-(dimethylamino)-8-(3-fluorophenyl)-9H-9-purinyl]-1,2-dihydro-2-pyridinonehydrochloride), IC (iodomethane). The solvent is [Cl-].[NH4+] (ammonium chloride), C(C)(=O)OCC (ethyl acetate), CN(C=O)C (N,N-dimethylformamide). Reaction conditions: temperature 3 celsius, time 1 hour. Product: Cl.CN(C1=C2N=C(N(C2=NC=N1)C=1C=CC(N(C1)C)=O)C1=CC(=CC=C1)F)C (5-[6-(Dimethylamino)-8-(3-fluorophenyl)-9H-9-purinyl]-1-methyl-1,2-dihydro-2-pyridinone hydrochloride). The yield is 66.8%. As a reaction SMILES: [H-].[Na+].[ClH:3].[CH3:4][N:5]([CH3:29])[C:6]1[N:14]=[CH:13][N:12]=[C:11]2[C:7]=1[N:8]=[C:9]([C:22]1[CH:27]=[CH:26][CH:25]=[C:24]([F:28])[CH:23]=1)[N:10]2[C:15]1[CH:16]=[CH:17][C:18](=[O:21])[NH:19][CH:20]=1.I[CH3:31]>CN(C)C=O.[Cl-].[NH4+].C(OCC)(=O)C>[ClH:3].[CH3:4][N:5]([CH3:29])[C:6]1[N:14]=[CH:13][N:12]=[C:11]2[C:7]=1[N:8]=[C:9]([C:22]1[CH:27]=[CH:26][CH:25]=[C:24]([F:28])[CH:23]=1)[N:10]2[C:15]1[CH:16]=[CH:17][C:18](=[O:21])[N:19]([CH3:31])[CH:20]=1 |f:0.1,2.3,6.7,9.10|. Procedure details: 60 to 70% sodium hydride (28 mg, 0.700 mmol) was added to a suspension of 5-[6-(dimethylamino)-8-(3-fluorophenyl)-9H-9-purinyl]-1,2-dihydro-2-pyridinonehydrochloride (130 mg, 0.336 mmol) in Example 4 in N,N-dimethylformamide (3 ml), and the mixture was stirred in a nitrogen atmosphere at 0 to 6° C. After 1 hour, iodomethane (23 μl, 0.369 mmol) was added thereto and stirred. After 30 minutes, 60 to 70% sodium hydride (17 mg, 0.425 mmol) was added thereto, and 30 minutes thereafter, additional iod... Reactants: ClC=1C(=C(C=CC1)N1CCN(CC1)CCC1=NN(C2=CC(=C(C=C12)OC)OC)CC=1N=CNC1)C (3-[2-[4-(3-chloro-2-methylphenyl)-1-piperazinyl]ethyl]-5,6-dimethoxy-1-(4-imidazolylmethyl)-1H-indazole), Cl (hydrochloric acid). Run in O (water). Yields the product Cl.Cl.ClC=1C(=C(C=CC1)N1CCN(CC1)CCC1=NN(C2=CC(=C(C=C12)OC)OC)CC=1N=CNC1)C (3-[2-[4-(3-Chloro-2-methylphenyl)-1-piperazinyl]ethyl]-5,6-dimethoxy-1-(4-imidazolylmethyl)-1H-indazole-2HCl). Reaction SMILES: [Cl:1][C:2]1[C:3]([CH3:35])=[C:4]([N:8]2[CH2:13][CH2:12][N:11]([CH2:14][CH2:15][C:16]3[C:24]4[C:19](=[CH:20][C:21]([O:27][CH3:28])=[C:22]([O:25][CH3:26])[CH:23]=4)[N:18]([CH2:29][C:30]4[N:31]=[CH:32][NH:33][CH:34]=4)[N:17]=3)[CH2:10][CH2:9]2)[CH:5]=[CH:6][CH:7]=1.[ClH:36]>O>[ClH:1].[ClH:36].[Cl:1][C:2]1[C:3]([CH3:35])=[C:4]([N:8]2[CH2:9][CH2:10][N:11]([CH2:14][CH2:15][C:16]3[C:24]4[C:19](=[CH:20][C:21]([O:27][CH3:28])=[C:22]([O:25][CH3:26])[CH:23]=4)[N:18]([CH2:29][C:30]4[N:31]=[CH:32][NH:33][CH:34]=4)[N:17]=3)[CH2:12][CH2:13]2)[CH:5]=[CH:6][CH:7]=1 |f:3.4.5|. Reported procedure: A mixture of 4.95 g of 3-[2-[4-(3-chloro-2-methylphenyl)-1-piperazinyl]ethyl]-5,6-dimethoxy-1-(4-imidazolylmethyl)-1H-indazole and 20 ml of 1N hydrochloric acid was stirred and to the mixture was added water till the overall volume reached to 49.5 ml. The suspension was refluxed with stirring till the mixture turned to a clear solution. After cooling to, room temperature, the solution was stirred at that temperature for overnight. A precipitated crystal was collected by filtration. The crystal w... Starting materials: ClC1=NC(=C2N=CN(C2=N1)CC)NC1=CC(=CC=C1)F (2-chloro-9-ethyl-6-(3-fluoro-phenyl-amino)-9H-purine). The solvent is C(CN)N (ethylenediamine), C(C)(=O)OCC (ethyl acetate). Yields the product Cl.NCCNC1=NC(=C2N=CN(C2=N1)CC)NC1=CC(=CC=C1)F (2-(2-Amino-ethyl-amino)-9-ethyl-6-(3-fluor-phenyl-amino)-9H-purine hydrochloride). As a reaction SMILES: [Cl:1][C:2]1[N:10]=[C:9]2[C:5]([N:6]=[CH:7][N:8]2[CH2:11][CH3:12])=[C:4]([NH:13][C:14]2[CH:19]=[CH:18][CH:17]=[C:16]([F:20])[CH:15]=2)[N:3]=1>C(N)CN.C(OCC)(=O)C>[ClH:1].[NH2:3][CH2:4][CH2:5][NH:6][C:2]1[N:10]=[C:9]2[C:5]([N:6]=[CH:7][N:8]2[CH2:11][CH3:12])=[C:4]([NH:13][C:14]2[CH:19]=[CH:18][CH:17]=[C:16]([F:20])[CH:15]=2)[N:3]=1 |f:3.4|. Reported procedure: 0.2 g (0.62 mmol) of 2-chloro-9-ethyl-6-(3-fluoro-phenyl-amino)-9H-purine is stirred in 2.5 ml of ethylenediamine at 75° C. for 3 h, and the mixture is allowed to cool and is diluted with ethyl acetate. The organic phase is washed with water, separated off and dried over sodium sulfate. After removal of the solvent, the residue is dissolved in dioxane, and treated with 4 N HCl in dioxane. 2-(2-Amino-ethyl-amino)-9-ethyl-6-(3-fluor-phenyl-amino)-9H-purine hydrochloride is obtained as a crystallin... Starting materials: reaction solution, P(=O)([O-])([O-])[O-] (phosphate), CCC(CC)COC(C1=CC=CC=C1)(C2=CC=CC=C2)C(=O)N(C)CC[NH+](C)C.[Cl-] (X-100). Product: N1C=CC2=CC=CC=C12 (Indole). Reaction SMILES: P([O-])([O-])([O-])=O.CCC(CO[C:13]([C:26]([N:28](CC[NH+](C)C)C)=O)(C1C=CC=CC=1)[C:14]1[CH:19]=[CH:18][CH:17]=[CH:16][CH:15]=1)CC.[Cl-]>>[NH:28]1[C:19]2[C:14](=[CH:15][CH:16]=[CH:17][CH:18]=2)[CH:13]=[CH:26]1 |f:1.2|. Procedure details: 50 mg of wet cells were added to 1 ml of a reaction solution for measurement of the tryoptophanase activity (0.1M phosphate buffer pH 8.0, 10 mM tryptophan, 0.1% Triton X-100), and reacted at 37° C. for 30 minutes. Indole formed was reacted with p-dimethylbenzaldehyde and spectrophotometically quantitated. Some strains exhibit high activity and from these cells a plasmid was extracted by the alkaline SDS method. [T. Maniatis, E. F. Fritsch and J. Sambrook: "Molecular Cloning" (1982) pages 90 to ...